Dataset: the Open Reaction Database (ORD), a public repository of structured organic reaction records. Task: describe an organic reaction: reactants, conditions, products, and yield Starting materials: NC=1SC=C(N1)/C(/C(=O)NC1[C@@H]2N(C(=C(CS2)C2CCOCC2)C(=S)[O-])C1=O)=N/O.[Na+] (Sodium 7-[(Z)-2-(2-aminothiazol-4-yl)-2-hydroxyiminoacetamido]-3-(tetrahydropyran-4-yl)thio-3-cephem-4-carboxylate), C(C(C)(C)C)(=O)OCI (iodomethyl pivalate). Yields the product NC=1SC=C(N1)/C(/C(=O)NC1[C@@H]2N(C(=C(CS2)C2CCOCC2)C(=S)OCOC(C(C)(C)C)=O)C1=O)=N/O (pivaloyloxymethyl 7-[(Z)-2-(2-aminothiazol-4-yl)-2-hydroxyiminoacetamido]-3-(tetrahydropyran-4-yl)thio-3-cephem-4-carboxylate). Yield: 55.5%. RXN SMILES: [NH2:1][C:2]1[S:3][CH:4]=[C:5](/[C:7](=[N:29]/[OH:30])/[C:8]([NH:10][CH:11]2[C:27](=[O:28])[N:13]3[C:14]([C:24]([O-:26])=[S:25])=[C:15]([CH:18]4[CH2:23][CH2:22][O:21][CH2:20][CH2:19]4)[CH2:16][S:17][C@H:12]23)=[O:9])[N:6]=1.[Na+].[C:32]([O:38][CH2:39]I)(=[O:37])[C:33]([CH3:36])([CH3:35])[CH3:34]>>[NH2:1][C:2]1[S:3][CH:4]=[C:5](/[C:7](=[N:29]/[OH:30])/[C:8]([NH:10][CH:11]2[C:27](=[O:28])[N:13]3[C:14]([C:24]([O:26][CH2:39][O:38][C:32](=[O:37])[C:33]([CH3:36])([CH3:35])[CH3:34])=[S:25])=[C:15]([CH:18]4[CH2:19][CH2:20][O:21][CH2:22][CH2:23]4)[CH2:16][S:17][C@H:12]23)=[O:9])[N:6]=1 |f:0.1|. Procedure: Sodium 7-[(Z)-2-(2-aminothiazol-4-yl)-2-hydroxyiminoacetamido]-3-(tetrahydropyran-4-yl)thio-3-cephem-4-carboxylate (85 mg) was reacted with iodomethyl pivalate (61 mg), followed by purifying the reaction product in accordance with the procedure of Example 4, yielding the titled compound (56 mg, 55%).